describe an organic reaction: reactants, conditions, products, and yield From a dataset of the Open Reaction Database (ORD), a public repository of structured organic reaction records. Reactants: Brc1cncnc1, C[Si](C)(C)[N-][Si](C)(C)C, CO, Oc1ccc(-c2nnc(Nc3cccc(Cl)c3)o2)cc1, [K+], [K+], [K+], O=C([O-])[O-], CN(C)C=O. Product: Clc1cccc(Nc2nnc(-c3ccc(Oc4cncnc4)cc3)o2)c1. RXN SMILES: [Br:31][c:32]1[cH:33][n:34][cH:35][n:36][cH:37]1.[CH3:21][Si:22]([N-:23][Si:24]([CH3:25])([CH3:26])[CH3:27])([CH3:28])[CH3:29].[CH3:49][OH:50].[Cl:1][c:2]1[cH:3][c:4]([NH:8][c:9]2[n:10][n:11][c:12](-[c:14]3[cH:15][cH:16][c:17]([OH:20])[cH:18][cH:19]3)[o:13]2)[cH:5][cH:6][cH:7]1.[K+:30].[K+:38].[K+:39].[O-:40][C:41]([O-:42])=[O:43].[O:44]=[CH:45][N:46]([CH3:47])[CH3:48]>>[Cl:1][c:2]1[cH:3][c:4]([NH:8][c:9]2[n:10][n:11][c:12](-[c:14]3[cH:15][cH:16][c:17]([O:20][c:32]4[cH:33][n:34][cH:35][n:36][cH:37]4)[cH:18][cH:19]3)[o:13]2)[cH:5][cH:6][cH:7]1. Reactants: C(#N)C=1C=C(C=CC1)C=CC=O (3-cyano-1-(2-formylethenyl)benzene), CeCl3, [BH4-].[Na+] (NaBH4). Run in CO (MeOH). Run at temperature 0 celsius, time 30 minute. The product is C(#N)C=1C=C(C=CC1)CC=CO (3-cyano-1-(3-hydroxyprop-2-en-1 yl)benzene). Yield: 72.1%. As a reaction SMILES: [C:1]([C:3]1[CH:4]=[C:5]([CH:9]=[CH:10][CH:11]=[O:12])[CH:6]=[CH:7][CH:8]=1)#[N:2].[BH4-].[Na+]>CO>[C:1]([C:3]1[CH:4]=[C:5]([CH2:9][CH:10]=[CH:11][OH:12])[CH:6]=[CH:7][CH:8]=1)#[N:2] |f:1.2|. Procedure details: To 3-cyano-1-(2-formylethenyl)benzene (1 g) in 30 mL of MeOH were added CeCl3 (1.88 g) and the resulting solution was stirred for 30 minutes and cooled to 0° C. To the solution was then added NaBH4 (0.29 g). The resulting solution was stirred for 1 hour at 0° C. and concentrated. The residue was taken up in 100 mL of saturated aqueous NaHCO3 and extracted with ethyl acetate (3×). The organic layer was dried, concentrated and purified on silica gel column (ethyl acetate/hexane, 1:4) to give 0.73 ...